This data is from the Open Reaction Database (ORD), a public repository of structured organic reaction records. The task is: describe an organic reaction: reactants, conditions, products, and yield The reactants are COC1CCC(CS(=O)(=O)C(C)(C)C(=O)Nc2cc(C(C)(C)COC3CCCCO3)no2)CC1, CCO, ClCCl. Yields the product COC1CCC(CS(=O)(=O)C(C)(C)C(=O)Nc2cc(C(C)(C)CO)no2)CC1. Reaction SMILES: [CH3:1][C:2]([CH2:3][O:4][CH:5]1[CH2:6][CH2:7][CH2:8][CH2:9][O:10]1)([CH3:11])[c:12]1[n:13][o:14][c:15]([NH:17][C:18]([C:19]([CH3:20])([CH3:21])[S:22](=[O:23])(=[O:24])[CH2:25][CH:26]2[CH2:27][CH2:28][CH:29]([O:32][CH3:33])[CH2:30][CH2:31]2)=[O:34])[cH:16]1.[CH3:38][CH2:39][OH:40].[Cl:35][CH2:36][Cl:37]>>[CH3:1][C:2]([CH2:3][OH:4])([CH3:11])[c:12]1[n:13][o:14][c:15]([NH:17][C:18]([C:19]([CH3:20])([CH3:21])[S:22](=[O:23])(=[O:24])[CH2:25][CH:26]2[CH2:27][CH2:28][CH:29]([O:32][CH3:33])[CH2:30][CH2:31]2)=[O:34])[cH:16]1. Starting materials: BrC1=C(C(=C(C=2C(COC21)C2=CC=C(C=C2)C(C)C)C)NC=O)C ((7-bromo-3-(4-isopropylphenyl)-4,6-dimethyl-2,3-dihydro-1-benzofuran-5-yl)formamide), C1(=CC=CC=C1)B(O)O (phenylboronic acid), COCCOC (1,2-dimethoxyethane). Reagents/catalysts: C=1C=CC(=CC1)[P](C=2C=CC=CC2)(C=3C=CC=CC3)[Pd]([P](C=4C=CC=CC4)(C=5C=CC=CC5)C=6C=CC=CC6)([P](C=7C=CC=CC7)(C=8C=CC=CC8)C=9C=CC=CC9)[P](C=1C=CC=CC1)(C=1C=CC=CC1)C=1C=CC=CC1 (tetrakis(triphenylphosphine)palladium). Solvent: C(C)(=O)OCC (ethyl acetate), C([O-])([O-])=O.[Na+].[Na+] (sodium carbonate). Yields the product C(C)(C)C1=CC=C(C=C1)C1COC2=C1C(=C(C(=C2C2=CC=CC=C2)C)NC=O)C ((3-(4-isopropylphenyl)-4,6-dimethyl-7-phenyl-2,3-dihydro-1-benzofuran-5-yl)formamide). Reaction SMILES: Br[C:2]1[C:10]2[O:9][CH2:8][CH:7]([C:11]3[CH:16]=[CH:15][C:14]([CH:17]([CH3:19])[CH3:18])=[CH:13][CH:12]=3)[C:6]=2[C:5]([CH3:20])=[C:4]([NH:21][CH:22]=[O:23])[C:3]=1[CH3:24].[C:25]1(B(O)O)[CH:30]=[CH:29][CH:28]=[CH:27][CH:26]=1.COCCOC>C(=O)([O-])[O-].[Na+].[Na+].C(OCC)(=O)C.C1C=CC([P]([Pd]([P](C2C=CC=CC=2)(C2C=CC=CC=2)C2C=CC=CC=2)([P](C2C=CC=CC=2)(C2C=CC=CC=2)C2C=CC=CC=2)[P](C2C=CC=CC=2)(C2C=CC=CC=2)C2C=CC=CC=2)(C2C=CC=CC=2)C2C=CC=CC=2)=CC=1>[CH:17]([C:14]1[CH:13]=[CH:12][C:11]([CH:7]2[C:6]3[C:5]([CH3:20])=[C:4]([NH:21][CH:22]=[O:23])[C:3]([CH3:24])=[C:2]([C:25]4[CH:30]=[CH:29][CH:28]=[CH:27][CH:26]=4)[C:10]=3[O:9][CH2:8]2)=[CH:16][CH:15]=1)([CH3:19])[CH3:18] |f:3.4.5,^1:55,57,76,95|. Procedure: A mixture of (7-bromo-3-(4-isopropylphenyl)-4,6-dimethyl-2,3-dihydro-1-benzofuran-5-yl)formamide obtained in Example 59 (1.0 g, 2.58 mmol), phenylboronic acid (345 mg, 2.83 mmol) and tetrakis(triphenylphosphine)palladium (99 mg, 0.086 mmol) in 2 N sodium carbonate aqueous solution (30 mL)-1,2-dimethoxyethane (15 mL) was heated under reflux under nitrogen atmosphere for 16 hours. The reaction solution was diluted with ethyl acetate, the insolubles were taken by filtration, and the filtrate was wa...